describe an organic reaction: reactants, conditions, products, and yield From a dataset of the Open Reaction Database (ORD), a public repository of structured organic reaction records. The reactants are [BH3-]C#N, CCO, CC(=O)O, O=C(O)C1CNC1, [Na+], O=Cc1ccc(-c2noc(-c3cnn(-c4ccccn4)c3C(F)(F)F)n2)cc1. Yields the product O=C(O)C1CN(Cc2ccc(-c3noc(-c4cnn(-c5ccccn5)c4C(F)(F)F)n3)cc2)C1. RXN SMILES: [C:36]([BH3-:37])#[N:38].[CH3:40][CH2:41][OH:42].[CH3:43][C:44](=[O:45])[OH:46].[NH:29]1[CH2:30][CH:31]([C:33](=[O:34])[OH:35])[CH2:32]1.[Na+:39].[n:1]1[c:2](-[n:7]2[n:8][cH:9][c:10](-[c:16]3[n:17][c:18](-[c:21]4[cH:22][cH:23][c:24]([CH:25]=[O:26])[cH:27][cH:28]4)[n:19][o:20]3)[c:11]2[C:12]([F:13])([F:14])[F:15])[cH:3][cH:4][cH:5][cH:6]1>>[n:1]1[c:2](-[n:7]2[n:8][cH:9][c:10](-[c:16]3[n:17][c:18](-[c:21]4[cH:22][cH:23][c:24]([CH2:25][N:29]5[CH2:30][CH:31]([C:33](=[O:34])[OH:35])[CH2:32]5)[cH:27][cH:28]4)[n:19][o:20]3)[c:11]2[C:12]([F:13])([F:14])[F:15])[cH:3][cH:4][cH:5][cH:6]1. The reactants are CC(C)(C)OC(=O)NC(CC(=O)OCc1ccccc1)C(=O)O, NC(Cc1ccccc1)C(=O)OCc1ccccc1. The product is CC(C)(C)OC(=O)NC(CC(=O)OCc1ccccc1)C(=O)NC(Cc1ccccc1)C(=O)OCc1ccccc1. RXN SMILES: [CH2:1]([c:2]1[cH:3][cH:4][cH:5][cH:6][cH:7]1)[O:8][C:9]([CH2:10][CH:11]([NH:12][C:13](=[O:14])[O:15][C:16]([CH3:17])([CH3:18])[CH3:19])[C:20](=[O:21])[OH:22])=[O:23].[CH2:24]([c:25]1[cH:26][cH:27][cH:28][cH:29][cH:30]1)[O:31][C:32]([CH:33]([NH2:34])[CH2:35][c:36]1[cH:37][cH:38][cH:39][cH:40][cH:41]1)=[O:42]>>[CH2:1]([c:2]1[cH:3][cH:4][cH:5][cH:6][cH:7]1)[O:8][C:9]([CH2:10][CH:11]([NH:12][C:13](=[O:14])[O:15][C:16]([CH3:17])([CH3:18])[CH3:19])[C:20](=[O:22])[NH:34][CH:33]([C:32]([O:31][CH2:24][c:25]1[cH:26][cH:27][cH:28][cH:29][cH:30]1)=[O:42])[CH2:35][c:36]1[cH:37][cH:38][cH:39][cH:40][cH:41]1)=[O:23].